Dataset: the Open Reaction Database (ORD), a public repository of structured organic reaction records. Task: describe an organic reaction: reactants, conditions, products, and yield Reactants: C1(C=2C(C(=O)O1)=CC=CC2)=O (phthalic anhydride), C(C)(C)O (isopropyl alcohol), 2.0X, anhydride. Product: C(C)(C)OC(=O)C=1C(=CC=CC1)C(=O)O (1,2-benzene dicarboxylic acid mono-isopropyl ester). As a reaction SMILES: [C:1]1(=[O:11])[O:6][C:4](=[O:5])[C:3]2=[CH:7][CH:8]=[CH:9][CH:10]=[C:2]12.[CH:12]([OH:15])([CH3:14])[CH3:13]>>[CH:12]([O:15][C:4]([C:3]1[C:2]([C:1]([OH:6])=[O:11])=[CH:10][CH:9]=[CH:8][CH:7]=1)=[O:5])([CH3:14])[CH3:13]. Procedure: To a suitable reaction vessel there is charged phthalic anhydride and a 2.0X molar excess of isopropyl alcohol. The charge is heated to reflux temperature for about one hour. At the end of this time period an aliquot of the reaction mixture shows an absence of anhydride by infra-red analysis. The solvent is removed under vacuum and the residue recrystallized from toluene to obtain 1,2-benzene dicarboxylic acid mono-isopropyl ester (M.P. 73°-77° C.). The reactants are O1OOCCC1 (trioxane), CNS(=O)(=O)C=1C2=C(SC1)C=CC(=C2)Cl (5-chloro-benzo[b]thiophene-3-sulphonic acid-methylamide), ice water. Run in FC(C(=O)O)(F)F (trifluoroacetic acid), CS(=O)(=O)O (methanesulphonic acid). Reaction conditions: temperature 35 celsius, time 3 hour. The product is ClC1=C2CN(S(C3=CSC(C=C1)=C32)(=O)=O)C (6-chloro-4-methyl-4,5-dihydro-1,3-dithia-4-aza-acenaphthylene 3,3-dioxide). As a reaction SMILES: [CH3:1][NH:2][S:3]([C:6]1[C:7]2[CH:14]=[C:13]([Cl:15])[CH:12]=[CH:11][C:8]=2[S:9][CH:10]=1)(=[O:5])=[O:4].O1CC[CH2:19]OO1>CS(O)(=O)=O.FC(F)(F)C(O)=O>[Cl:15][C:13]1[CH:12]=[CH:11][C:8]2=[C:7]3[C:14]=1[CH2:1][N:2]([CH3:19])[S:3](=[O:4])(=[O:5])[C:6]3=[CH:10][S:9]2. Procedure details: 0.60 g of 5-chloro-benzo[b]thiophene-3-sulphonic acid-methylamide are dissolved in 8.9 ml of methanesulphonic acid at 35° C. and combined with a solution of 0.09 g trioxane in 2.7 ml trifluoroacetic acid. After 3 h stirring at 35° C. the reaction mixture is poured onto 100 ml of ice water and the aqueous phase is extracted with ethyl acetate. The combined organic extracts are dried with Na2SO4, evaporated down in vacuo and then purified by chromatography. Yield: 0.30 g. M.p.: 196° C. Starting materials: COC(C)(C)C, COc1cc(F)nc(F)n1, N. The product is COc1cc(F)nc(N)n1. As a reaction SMILES: [C:12]([O:13][CH3:14])([CH3:15])([CH3:16])[CH3:17].[F:2][c:3]1[n:4][c:5]([O:10][CH3:11])[cH:6][c:7]([F:9])[n:8]1.[NH3:1]>>[NH2:1][c:3]1[n:4][c:5]([O:10][CH3:11])[cH:6][c:7]([F:9])[n:8]1.